Dataset: the Open Reaction Database (ORD), a public repository of structured organic reaction records. Task: describe an organic reaction: reactants, conditions, products, and yield Reactants: CCN(C(C)C)C(C)C, CN(C)C=O, CC(C)I, O=C(O)c1nc2ccc(Cl)nn2n1, O. Yields the product CC(C)OC(=O)c1nc2ccc(Cl)nn2n1. RXN SMILES: [CH2:14]([N:15]([CH:16]([CH3:20])[CH3:21])[CH:17]([CH3:18])[CH3:19])[CH3:22].[CH3:28][N:29]([CH3:30])[CH:31]=[O:32].[CH:23]([I:24])([CH3:25])[CH3:26].[Cl:1][c:2]1[cH:3][cH:4][c:5]2[n:6]([n:7]1)[n:8][c:9]([C:11](=[O:12])[OH:13])[n:10]2.[OH2:27]>>[Cl:1][c:2]1[cH:3][cH:4][c:5]2[n:6]([n:7]1)[n:8][c:9]([C:11](=[O:12])[O:13][CH:17]([CH3:18])[CH3:19])[n:10]2. Starting materials: C(CCC)O (n-butanol), C(C)(=O)O (acetic acid), C(C)(=O)O.C(CCC)O (n-butanol acetic acid). Run in O (water), O (water). Yields the product C1=CC=C2C(=C1)C(=O)C(C2=O)(O)O (nin-hydrin). As a reaction SMILES: [CH2:1]([OH:5])[CH2:2][CH2:3][CH3:4].[C:6]([OH:9])(=[O:8])[CH3:7].C(O)(=[O:12])C.[CH2:14](O)[CH2:15][CH2:16]C>O>[CH:15]1[CH:16]=[C:2]2[C:1]([C:6]([OH:9])([OH:8])[C:7](=[O:12])[C:3]2=[CH:4][CH:14]=1)=[O:5] |f:2.3|. Reported procedure: Thin glass plated (20×20 cm) coated (0.4 mm to 0.5 mm thick) with silica gel G (Kieselgel G nach Stahl; E. Merck) were activated at 100° C. for half an hour. The solution containing the isolated substance was applied 1 cm above the edge of the plates were run in an organic solvent mixture of n-butanol and acetic acid and water. It should be n-butanol acetic acid and water (12:5:2). The developed plates were dried at room temperature and sprayed with 0.25% nin-hydrin in acetone. The nin-hydrin po... The reactants are ICl (Iodine monochloride), S([O-])(O)=O.[Na+] (sodium bisulfite), CC(C)C1=CC=C(C=C1)O (4-(1-Methylethyl)phenol), O (water). Run in C(C)(=O)O (acetic acid), C(C)(=O)O (acetic acid). Yields the product IC1=C(C=CC(=C1)C(C)C)O (2-iodo-4-(1-methylethyl)phenol). Isolated yield 49.6%. Reaction SMILES: [CH3:1][CH:2]([C:4]1[CH:9]=[CH:8][C:7]([OH:10])=[CH:6][CH:5]=1)[CH3:3].[I:11]Cl.O.S(=O)(O)[O-].[Na+]>C(O)(=O)C>[I:11][C:6]1[CH:5]=[C:4]([CH:2]([CH3:3])[CH3:1])[CH:9]=[CH:8][C:7]=1[OH:10] |f:3.4|. Procedure details: 4-(1-Methylethyl)phenol (27.2 g., 0.20 moles) is dissolved in acetic acid (100 ml.). Iodine monochloride (32.5 g., 0.20 mole) in acetic acid (50 ml.) is then added slowly. The dark mixture is refluxed for 6 hours, cooled and poured into cold water (1 l.) containing a little sodium bisulfite. The black oil that separates is extracted with ether and the extract is washed with water and saturated brine and dried over magnesium sulfate. The ether is evaporated and the residue is purified by distilla... The reactants are C(C(=O)Cl)(=O)Cl (oxalyl chloride), Cl.NCC(=O)OCC1=CC=C(C=C1)[N+](=O)[O-] (4-nitrobenzyl 2-aminoethanoate hydrochloride salt), CN1CCOCC1 (N-methylmorpholine), C(C)(=O)S[C@H]1C[C@H](N(C1)C(=O)OCC1=CC=C(C=C1)[N+](=O)[O-])C(NC1=CC(=CC=C1)C(=O)O)=O ((2S,4S)-4-acetylthio-1-(4-nitrobenzyloxycarbonyl)-2-(3-carboxyphenylcarbamoyl)pyrrolidine), C(C(=O)Cl)(=O)Cl (oxalyl chloride). The reagents and catalysts are CN(C)C=O (DMF), CN(C=O)C (dimethylformamide). The solvent is ClCCl (dichloromethane), ClCCl (dichloromethane), ClCCl (dichloromethane), ClCCl (dichloromethane). Product: C(C)(=O)S[C@H]1C[C@H](N(C1)C(=O)OCC1=CC=C(C=C1)[N+](=O)[O-])C(NC1=CC(=CC=C1)C(=O)NCC(=O)OCC1=CC=C(C=C1)[N+](=O)[O-])=O ((2S,4S)-4-acetylthio-1-(4-nitrobenzyloxycarbonyl)-2-(3-(4-nitrobenzyloxycarbonylmethylaminocarbonyl)phenylcarbamoyl)-pyrrolidine). Isolated yield 55.6%. Reaction SMILES: [C:1]([S:4][C@@H:5]1[CH2:9][N:8]([C:10]([O:12][CH2:13][C:14]2[CH:19]=[CH:18][C:17]([N+:20]([O-:22])=[O:21])=[CH:16][CH:15]=2)=[O:11])[C@H:7]([C:23](=[O:34])[NH:24][C:25]2[CH:30]=[CH:29][CH:28]=[C:27]([C:31]([OH:33])=O)[CH:26]=2)[CH2:6]1)(=[O:3])[CH3:2].C(Cl)(=O)C(Cl)=O.Cl.[NH2:42][CH2:43][C:44]([O:46][CH2:47][C:48]1[CH:53]=[CH:52][C:51]([N+:54]([O-:56])=[O:55])=[CH:50][CH:49]=1)=[O:45].CN1CCOCC1>ClCCl.CN(C)C=O>[C:1]([S:4][C@@H:5]1[CH2:9][N:8]([C:10]([O:12][CH2:13][C:14]2[CH:15]=[CH:16][C:17]([N+:20]([O-:22])=[O:21])=[CH:18][CH:19]=2)=[O:11])[C@H:7]([C:23](=[O:34])[NH:24][C:25]2[CH:30]=[CH:29][CH:28]=[C:27]([C:31]([NH:42][CH2:43][C:44]([O:46][CH2:47][C:48]3[CH:53]=[CH:52][C:51]([N+:54]([O-:56])=[O:55])=[CH:50][CH:49]=3)=[O:45])=[O:33])[CH:26]=2)[CH2:6]1)(=[O:3])[CH3:2] |f:2.3|. Reported procedure: To a solution of (2S,4S)-4-acetylthio-1-(4-nitrobenzyloxycarbonyl)-2-(3-carboxyphenylcarbamoyl)pyrrolidine (0.49 g, 1 mM) in dichloromethane (10 ml) was added oxalyl chloride (0.20 ml. 1.1 mM) and dimethylformamide (2-3 drops). After 1 hour a further amount of oxalyl chloride (0.20 ml, 1.1 mM) and DMF (2-3 drops) were added and the mixture stirred for a further hour. The solution was evaporated to leave a yellow gum. The gum was dissolved in dichloromethane (10 ml) and added to a suspension of 4... Reactants: CC(C)O, CCOC(=O)c1cnc2c(F)ccc(F)c2c1Cl, N#Cc1cccc(N)c1. The product is CCOC(=O)c1cnc2c(F)ccc(F)c2c1Nc1cccc(C#N)c1. As a reaction SMILES: [CH3:28][CH:29]([OH:30])[CH3:31].[Cl:1][c:2]1[c:3]([C:14](=[O:15])[O:16][CH2:17][CH3:18])[cH:4][n:5][c:6]2[c:7]([F:13])[cH:8][cH:9][c:10]([F:12])[c:11]12.[NH2:19][c:20]1[cH:21][c:22]([C:23]#[N:24])[cH:25][cH:26][cH:27]1>>[c:2]1([NH:19][c:20]2[cH:21][c:22]([C:23]#[N:24])[cH:25][cH:26][cH:27]2)[c:3]([C:14](=[O:15])[O:16][CH2:17][CH3:18])[cH:4][n:5][c:6]2[c:7]([F:13])[cH:8][cH:9][c:10]([F:12])[c:11]12. Starting materials: CC1(C(C1C(C(C(F)(F)F)(Cl)Cl)O)C(=O)OCC1=CC(=CC=C1)OC1=CC=CC=C1)C ((3-phenoxyphenyl)methyl 2,2-dimethyl-3-(1-hydroxy-2,2-dichloro-3,3,3-trifluoropropyl)cyclopropanecarboxylate), C(C)(=O)OC(C)=O (acetic anhydride). Run in N1=CC=CC=C1 (pyridine). Conditions: time 5 hour. The product is CC1(C(C1C(C(C(F)(F)F)(Cl)Cl)OC(C)=O)C(=O)OCC1=CC(=CC=C1)OC1=CC=CC=C1)C ((3-phenoxyphenyl)methyl 2,2-dimethyl-3-(1-acetoxy-2,2-dichloro-3,3,3-trifluoropropyl)cyclopropanecarboxylate). Isolated yield 98.0%. Reaction SMILES: [CH3:1][C:2]1([CH3:31])[CH:4]([CH:5]([OH:13])[C:6]([Cl:12])([Cl:11])[C:7]([F:10])([F:9])[F:8])[CH:3]1[C:14]([O:16][CH2:17][C:18]1[CH:23]=[CH:22][CH:21]=[C:20]([O:24][C:25]2[CH:30]=[CH:29][CH:28]=[CH:27][CH:26]=2)[CH:19]=1)=[O:15].[C:32](OC(=O)C)(=[O:34])[CH3:33]>N1C=CC=CC=1>[CH3:1][C:2]1([CH3:31])[CH:4]([CH:5]([O:13][C:32](=[O:34])[CH3:33])[C:6]([Cl:11])([Cl:12])[C:7]([F:10])([F:8])[F:9])[CH:3]1[C:14]([O:16][CH2:17][C:18]1[CH:23]=[CH:22][CH:21]=[C:20]([O:24][C:25]2[CH:30]=[CH:29][CH:28]=[CH:27][CH:26]=2)[CH:19]=1)=[O:15]. Procedure: To a solution of 954 mg (2.00 mmol) of (3-phenoxyphenyl)methyl 2,2-dimethyl-3-(1-hydroxy-2,2-dichloro-3,3,3-trifluoropropyl)cyclopropanecarboxylate obtained in Example 4, in 2 ml of pyridine, 2 ml of acetic anhydride was added, and the mixture was stirred at room temperature for 5 hours. The reaction mixture was concentrated under reduced pressure, and purified by column chromatography (silica gel, dichloromethane/hexane =1/1) to obtain 1.02 g of (3-phenoxyphenyl)methyl 2,2-dimethyl-3-(1-acetoxy... Reactants: N1C=NC(=C1)S(=O)(=O)Cl (imidazole-4-sulfonylchloride), CC=1NC=CN1 (2-methylimidazole). Solvent: C1CCOC1 (THF). Reaction conditions: time 8 hour. Product: N1C=NC(=C1)S(=O)(=O)N1C(=NC=C1)C (1-(4-IMIDAZOLYLSULFONYL)-2-METHYLIMIDAZOLE). The yield is 94.2%. Reaction SMILES: [NH:1]1[CH:5]=[C:4]([S:6](Cl)(=[O:8])=[O:7])[N:3]=[CH:2]1.[CH3:10][C:11]1[NH:12][CH:13]=[CH:14][N:15]=1>C1COCC1>[NH:1]1[CH:5]=[C:4]([S:6]([N:12]2[CH:13]=[CH:14][N:15]=[C:11]2[CH3:10])(=[O:8])=[O:7])[N:3]=[CH:2]1. Procedure: A dry round bottom flask equipped with a magnetic stirrer, reflux condenser and nitrogen inlet was charged with a filtered solution of 8.33 g of imidazole-4-sulfonylchloride in 300 ml of THF. The clear solution was treated with 8.45 g of 2-methylimidazole in one portion and allowed to stir overnight at room temperature. The reaction mixture was concentrated at reduced pressure to an oily residue. The residue was dissolved in 250 ml water, sodium chloride was added and the solution extracted with... Procedure details: To a solution of 5-bromo-2-{3-chloro-4-[(1-methylethyl)oxy]phenyl}-1,3-thiazole (D71) (500 mg), 2-{5-fluoro-2-(methyloxy)-3-[(E)-2-(methyloxy)ethenyl]phenyl}-4,4,5,5-tetramethyl-1,3,2-dioxaborolane (510 mg) and tripotassium phosphate (702 mg) in N,N-dimethylformamide (DMF) (12 mL) and water (2 mL) stirred under nitrogen at room temperature was added Pd(Ph3P)4 (191 mg) in one charge. The reaction vessel was sealed and heated under microwave at 120° C. for 15 min. After cooling the reaction, the r... Reaction SMILES: Br[C:2]1[S:6][C:5]([C:7]2[CH:12]=[CH:11][C:10]([O:13][CH:14]([CH3:16])[CH3:15])=[C:9]([Cl:17])[CH:8]=2)=[N:4][CH:3]=1.[F:18][C:19]1[CH:20]=[C:21](/[CH:36]=[CH:37]/[O:38][CH3:39])[C:22]([O:34][CH3:35])=[C:23](B2OC(C)(C)C(C)(C)O2)[CH:24]=1.P([O-])([O-])([O-])=O.[K+].[K+].[K+]>CN(C)C=O.O.C1C=CC([P]([Pd]([P](C2C=CC=CC=2)(C2C=CC=CC=2)C2C=CC=CC=2)([P](C2C=CC=CC=2)(C2C=CC=CC=2)C2C=CC=CC=2)[P](C2C=CC=CC=2)(C2C=CC=CC=2)C2C=CC=CC=2)(C2C=CC=CC=2)C2C=CC=CC=2)=CC=1>[Cl:17][C:9]1[CH:8]=[C:7]([C:5]2[S:6][C:2]([C:23]3[CH:24]=[C:19]([F:18])[CH:20]=[C:21](/[CH:36]=[CH:37]/[O:38][CH3:39])[C:22]=3[O:34][CH3:35])=[CH:3][N:4]=2)[CH:12]=[CH:11][C:10]=1[O:13][CH:14]([CH3:16])[CH3:15] |f:2.3.4.5,^1:57,59,78,97|. Isolated yield 47.7%. Run at temperature 120 celsius. The reagents and catalysts are C=1C=CC(=CC1)[P](C=2C=CC=CC2)(C=3C=CC=CC3)[Pd]([P](C=4C=CC=CC4)(C=5C=CC=CC5)C=6C=CC=CC6)([P](C=7C=CC=CC7)(C=8C=CC=CC8)C=9C=CC=CC9)[P](C=1C=CC=CC1)(C=1C=CC=CC1)C=1C=CC=CC1 (Pd(Ph3P)4). Starting materials: BrC1=CN=C(S1)C1=CC(=C(C=C1)OC(C)C)Cl (5-bromo-2-{3-chloro-4-[(1-methylethyl)oxy]phenyl}-1,3-thiazole), FC=1C=C(C(=C(C1)B1OC(C(O1)(C)C)(C)C)OC)\C=C\OC (2-{5-fluoro-2-(methyloxy)-3-[(E)-2-(methyloxy)ethenyl]phenyl}-4,4,5,5-tetramethyl-1,3,2-dioxaborolane), P(=O)([O-])([O-])[O-].[K+].[K+].[K+] (tripotassium phosphate). The product is ClC=1C=C(C=CC1OC(C)C)C=1SC(=CN1)C1=C(C(=CC(=C1)F)\C=C\OC)OC (2-{3-chloro-4-[(1-methylethyl)oxy]phenyl}-5-{5-fluoro-2-(methyloxy)-3-[(E)-2-(methyloxy)ethenyl]phenyl}-1,3-thiazole). The solvent is CN(C=O)C (N,N-dimethylformamide), O (water). Starting materials: C(#N)C1=CC=C(OCC(C)NC([C@@H](N)CC(C)C)=O)C=C1 (N1 -[2-(4-cyanophenoxy)-1-methylethyl]-L-leucinamide), CN1CCOCC1 (N-methylmorpholine), ClC(=O)OC1=CC=CC=C1 (phenyl chloroformate), O (Water). The solvent is C(Cl)Cl (methylene chloride). Reaction conditions: time 15 hour. The product is C(#N)C1=CC=C(OCC(C)NC([C@@H](NC(=O)OC2=CC=CC=C2)CC(C)C)=O)C=C1 (N1 -[2-(4-cyanophenoxy)-1-methylethyl]-N2 -phenoxycarbonyl-L-leucinamide), powder. The yield is 73.0%. Reaction SMILES: CN1CCOCC1.Cl[C:9]([O:11][C:12]1[CH:17]=[CH:16][CH:15]=[CH:14][CH:13]=1)=[O:10].[C:18]([C:20]1[CH:38]=[CH:37][C:23]([O:24][CH2:25][CH:26]([NH:28][C:29](=[O:36])[C@H:30]([CH2:32][CH:33]([CH3:35])[CH3:34])[NH2:31])[CH3:27])=[CH:22][CH:21]=1)#[N:19].O>C(Cl)Cl>[C:18]([C:20]1[CH:21]=[CH:22][C:23]([O:24][CH2:25][CH:26]([NH:28][C:29](=[O:36])[C@H:30]([CH2:32][CH:33]([CH3:34])[CH3:35])[NH:31][C:9]([O:11][C:12]2[CH:17]=[CH:16][CH:15]=[CH:14][CH:13]=2)=[O:10])[CH3:27])=[CH:37][CH:38]=1)#[N:19]. Reported procedure: 0.5 g of N-methylmorpholine, and subsequently 0.8 g of phenyl chloroformate were added to a suspension containing 1.5 g of N1 -[2-(4-cyanophenoxy)-1-methylethyl]-L-leucinamide suspended in 40 ml of methylene chloride at -15° C. The mixture was allowed to sit and warm naturally to room temperature and stirred for 15 hours at room temperature. Water was subsequently added to the reaction mixture. After the methylene chloride layer was washed with water, the organic layer was dried over anhydrous m... Reaction SMILES: [CH2:1]([N:7]([C:22]1[CH:31]=[CH:30][C:29]2[C:28]([CH3:33])([CH3:32])[CH2:27][CH2:26][C:25]([CH3:35])([CH3:34])[C:24]=2[CH:23]=1)[C:8](=[O:21])[NH:9][C:10]1[CH:20]=[CH:19][C:13]([C:14]([O:16]CC)=[O:15])=[CH:12][CH:11]=1)[CH2:2][CH2:3][CH2:4][CH2:5][CH3:6].[OH-].[K+].C1COCC1.Cl>C(O)C.O>[CH2:1]([N:7]([C:22]1[CH:31]=[CH:30][C:29]2[C:28]([CH3:33])([CH3:32])[CH2:27][CH2:26][C:25]([CH3:34])([CH3:35])[C:24]=2[CH:23]=1)[C:8](=[O:21])[NH:9][C:10]1[CH:20]=[CH:19][C:13]([C:14]([OH:16])=[O:15])=[CH:12][CH:11]=1)[CH2:2][CH2:3][CH2:4][CH2:5][CH3:6] |f:1.2|. The reactants are C(CCCCC)N(C(NC1=CC=C(C(=O)OCC)C=C1)=O)C1=CC=2C(CCC(C2C=C1)(C)C)(C)C (ethyl 4-[3-hexyl-3-(5,5,8,8-tetramethyl-5,6,7,8-tetrahydro-naphthalen-2-yl)-ureido]-benzoate), [OH-].[K+] (potassium hydroxide), Cl (HCl), C1CCOC1 (THF). Yield: 82.7%. Procedure details: A solution of ethyl 4-[3-hexyl-3-(5,5,8,8-tetramethyl-5,6,7,8-tetrahydro-naphthalen-2-yl)-ureido]-benzoate (19) (296 mg, 0.62 mmole) in 8 mL ethanol was treated with 694 mg of potassium hydroxide in 3 mL water. THF (2 mL) was added and the mixture was heated to 45° C. for two hours. The reaction mixture was diluted with 10 mL water and the pH adjusted to 2 with concentrated HCl and then extracted with three 25 mL portions of ethyl acetate. The combined organic extracts were dried over MgSO4, fil... The product is C(CCCCC)N(C(NC1=CC=C(C(=O)O)C=C1)=O)C1=CC=2C(CCC(C2C=C1)(C)C)(C)C (4-[3-hexyl-3-(5,5,8,8-tetramethyl-5,6,7,8-tetrahydro-naphthalen-2-yl)-ureido]-benzoic acid). Solvent: C(C)O (ethanol), O (water), O (water). Run at temperature 45 celsius.